This data is from the Open Reaction Database (ORD), a public repository of structured organic reaction records. The task is: describe an organic reaction: reactants, conditions, products, and yield Starting materials: COC1=C(C=CC=C1)C1CCN(CC1)C([C@@H](CC1=CC=CC=C1)NC(=O)[C@H]1N(CC2=CC=CC=C2C1)C(=O)OC(C)(C)C)=O (tert-Butyl(3S)-3-(N-{(1R)-2-[4-(2-methoxyphenyl)piperidyl]-2-oxo-1-benzylethyl}carbamoyl)-1,2,3,4-tetrahydroisoquinoline-2-carboxylate), C(=O)(C(F)(F)F)O (TFA). Run in C(Cl)Cl (CH2Cl2). Run at time 30 minute. The product is 10U, C1N[C@@H](CC2=CC=CC=C12)C(=O)N[C@@H](C(=O)N1CCC(CC1)C1=C(C=CC=C1)OC)CC1=CC=CC=C1 (((3S)(3-1,2,3,4-Tetrahydroisoquinolyl))-N-((1R)-2-[4-(2-methoxyphenyl)-piperidyl]-2-oxo-1-benzylethyl}carboxamide). Yield: 42.9%. Reaction SMILES: [CH3:1][O:2][C:3]1[CH:8]=[CH:7][CH:6]=[CH:5][C:4]=1[CH:9]1[CH2:14][CH2:13][N:12]([C:15](=[O:44])[C@H:16]([NH:24][C:25]([C@@H:27]2[CH2:36][C:35]3[C:30](=[CH:31][CH:32]=[CH:33][CH:34]=3)[CH2:29][N:28]2C(OC(C)(C)C)=O)=[O:26])[CH2:17][C:18]2[CH:23]=[CH:22][CH:21]=[CH:20][CH:19]=2)[CH2:11][CH2:10]1.C(O)(C(F)(F)F)=O>C(Cl)Cl>[CH2:29]1[C:30]2[C:35](=[CH:34][CH:33]=[CH:32][CH:31]=2)[CH2:36][C@@H:27]([C:25]([NH:24][C@H:16]([CH2:17][C:18]2[CH:19]=[CH:20][CH:21]=[CH:22][CH:23]=2)[C:15]([N:12]2[CH2:13][CH2:14][CH:9]([C:4]3[CH:5]=[CH:6][CH:7]=[CH:8][C:3]=3[O:2][CH3:1])[CH2:10][CH2:11]2)=[O:44])=[O:26])[NH:28]1. Procedure: The title compound was prepared according to the procedure described in Example 3 (Step b) from tert-butyl (3S)-3-(N-((1R)-2-[4-(2-methoxyphenyl)piperidyl]-2-oxo-1-benzylethyl]carbamoyl)-1,2,3,4-tetrahydro-isoquinoline-2-carboxylate (Step b) (1.4 g, 2.34 mmol) and 50% TFA in CH2Cl2 (80 mL). Purification by reverse phase preparative HPLC [Phenomenex; 5 μm 250×21.2 mm, 5% to 95% CH3CN (0.1% TFA) in H2O (0.1% TFA) over 30 min, then 10U % CH3CN (0.1% TFA) for 2 min] provided the title compound (TFA ... The reactants are COC(=O)c1cnoc1-c1cccc(C(F)(F)F)c1, CC(=O)O, Cl. Product: O=C(O)c1cnoc1-c1cccc(C(F)(F)F)c1. As a reaction SMILES: [CH3:1][O:2][C:3](=[O:4])[c:5]1[cH:6][n:7][o:8][c:9]1-[c:10]1[cH:11][c:12]([C:16]([F:17])([F:18])[F:19])[cH:13][cH:14][cH:15]1.[CH3:21][C:22](=[O:23])[OH:24].[ClH:20]>>[O:2]=[C:3]([OH:4])[c:5]1[cH:6][n:7][o:8][c:9]1-[c:10]1[cH:11][c:12]([C:16]([F:17])([F:18])[F:19])[cH:13][cH:14][cH:15]1.